From a dataset of the Open Reaction Database (ORD), a public repository of structured organic reaction records. describe an organic reaction: reactants, conditions, products, and yield Reactants: [N+](=O)(O)[O-].OCCNC(C1=CN=CC=C1)=O (N-(2-hydroxyethyl) nicotinamide nitrate), [N+](=O)(O)[O-] (nitric acid). The solvent is C(C)OCC (diethyl ether). Product: nitric ester, OCCNC(C1=CN=CC=C1)=O (N-(2-hydroxyethyl) nicotinamide). As a reaction SMILES: [N+]([O-])(O)=O.[OH:5][CH2:6][CH2:7][NH:8][C:9](=[O:16])[C:10]1[CH:15]=[CH:14][CH:13]=[N:12][CH:11]=1.[N+]([O-])(O)=O>C(OCC)C>[OH:5][CH2:6][CH2:7][NH:8][C:9](=[O:16])[C:10]1[CH:15]=[CH:14][CH:13]=[N:12][CH:11]=1 |f:0.1|. Procedure details: N-(2-hydroxyethyl) nicotinamide nitrate (1.145 g) was gradually added to 3 ml of fuming nitric acid which had been cooled to a temperature of from -10° to -5° C. while stirring. After stirring for an additional one hour at 0°-5° C., diethyl ether was added to the solution to precipitate 1.15 g of nitric ester of N-(2-hydroxyethyl) nicotinamide nitric acid ester as colorless crystals. The crystals were dissolved in a sodium carbonate aqueous solution and ethyl acetate was added to the solution. T... Starting materials: COC(C1=CC=C(C=C1)C(=O)N1CCN(CC1)C1=NC=CC=C1NC(C)C)=O (4-[1-[3-(isopropylamino)-2-pyridyl]piperazin4-yl-carbonyl]benzoic acid methyl ester), N[C@H](CO)CC ((S)-(+)-2-amino-1-butanol). Product: C(C)[C@@H](CO)NC(=O)C1=CC=C(C=C1)C(=O)N1CCN(CC1)C1=NC=CC=C1NC(C)C (1-[N-[(1S)-1-Ethyl-2-hydroxyethyl]carbamoyl]-4-[1-[3-(isopropylamino)-2-pyridyl] piperazin-4-yl-carbonyl]benzene). The yield is 79.0%. As a reaction SMILES: CO[C:3](=[O:28])[C:4]1[CH:9]=[CH:8][C:7]([C:10]([N:12]2[CH2:17][CH2:16][N:15]([C:18]3[C:23]([NH:24][CH:25]([CH3:27])[CH3:26])=[CH:22][CH:21]=[CH:20][N:19]=3)[CH2:14][CH2:13]2)=[O:11])=[CH:6][CH:5]=1.[NH2:29][C@@H:30]([CH2:33][CH3:34])[CH2:31][OH:32]>>[CH2:33]([C@H:30]([NH:29][C:3]([C:4]1[CH:9]=[CH:8][C:7]([C:10]([N:12]2[CH2:13][CH2:14][N:15]([C:18]3[C:23]([NH:24][CH:25]([CH3:26])[CH3:27])=[CH:22][CH:21]=[CH:20][N:19]=3)[CH2:16][CH2:17]2)=[O:11])=[CH:6][CH:5]=1)=[O:28])[CH2:31][OH:32])[CH3:34]. Procedure: By the same procedure as described in the example 31, synthesis was carried out starting with 4-[1-[3-(isopropylamino)-2-pyridyl]piperazin4-yl-carbonyl]benzoic acid methyl ester and using (S)-(+)-2-amino-1-butanol. Then, the product was recrystallized using acetonitrile and isopropyl ether to give the desired compound. Reactants: steel, OC=1C=CC(=C(C(=O)OC)C1)[N+](=O)[O-] (methyl 5-hydroxy-2-nitrobenzoate), CC1(OC1)C (2,2-dimethyloxirane), C([O-])([O-])=O.[K+].[K+] (potassium carbonate), O.P(=O)(O)(O)[O-].[Na+] (sodium dihydrogen phosphate monohydrate). Solvent: O (water), C(C)#N (acetonitrile), O (water). Yields the product OC(COC=1C=CC(=C(C(=O)OC)C1)[N+](=O)[O-])(C)C (Methyl 5-(2-hydroxy-2-methylpropoxy)-2-nitrobenzoate). Yield: 29.2%. As a reaction SMILES: [OH:1][C:2]1[CH:3]=[CH:4][C:5]([N+:12]([O-:14])=[O:13])=[C:6]([CH:11]=1)[C:7]([O:9][CH3:10])=[O:8].[CH3:15][C:16]1([CH3:19])[CH2:18][O:17]1.C(=O)([O-])[O-].[K+].[K+].O.P([O-])(O)(O)=O.[Na+]>C(#N)C.O>[OH:17][C:16]([CH3:19])([CH3:18])[CH2:15][O:1][C:2]1[CH:3]=[CH:4][C:5]([N+:12]([O-:14])=[O:13])=[C:6]([CH:11]=1)[C:7]([O:9][CH3:10])=[O:8] |f:2.3.4,5.6.7|. Reported procedure: A mixture of methyl 5-hydroxy-2-nitrobenzoate (0.5 g, 2.54 mmol), 2,2-dimethyloxirane (6.86 ml, 7.61 mmol), potassium carbonate (351 mg, 2.54 mmol) and sodium dihydrogen phosphate monohydrate (350 mg, 2.54 mmol) in acetonitrile (4 ml) and water (0.6 ml) was stirred at 140° (5 bar) in a steel bomb for 6 hr. After cooling to r.t, the mixture was diluted with water, extracted with AcOEt, dried over MgSO4, filtered and evaporated. The crude product was purified by silica gel chromatography using a m... RXN SMILES: [Cl:1][C:2]1[C:3]([NH:25][C:26]2[CH:31]=[CH:30][CH:29]=[CH:28][C:27]=2[S:32]([N:35]([CH3:37])[CH3:36])(=[O:34])=[O:33])=[N:4][C:5]([NH:8][C:9]2[C:22]([O:23][CH3:24])=[CH:21][C:12]3[CH2:13][CH2:14][N:15]([CH2:18][CH2:19][OH:20])[CH2:16][CH2:17][C:11]=3[CH:10]=2)=[N:6][CH:7]=1.C(OC([NH:45][C@H:46]([C:50](O)=[O:51])[CH:47]([CH3:49])[CH3:48])=O)(C)(C)C>>[Cl:1][C:2]1[C:3]([NH:25][C:26]2[CH:31]=[CH:30][CH:29]=[CH:28][C:27]=2[S:32](=[O:34])(=[O:33])[N:35]([CH3:36])[CH3:37])=[N:4][C:5]([NH:8][C:9]2[C:22]([O:23][CH3:24])=[CH:21][C:12]3[CH2:13][CH2:14][N:15]([CH2:18][CH2:19][O:20][C:50](=[O:51])[C@@H:46]([NH2:45])[CH:47]([CH3:49])[CH3:48])[CH2:16][CH2:17][C:11]=3[CH:10]=2)=[N:6][CH:7]=1. Procedure: In an analogous manner to Example 1542, the product was prepared from [A] 2-{5-Chloro-2-[3-(2-hydroxy-ethyl)-8-methoxy-2,3,4,5-tetrahydro-1H-3-benzazepin-7-ylamino]-pyrimidin-4-ylamino}-N,N-dimethyl-benzenesulfonamide and N-(tert-Butoxycarbonyl)-L-valine. The product was isolated as a pale yellow foam (65 mg, 45%). 1H-NMR (CDCl3, 400 MHz) δ 9.36 (s, 1H), 8.55 (d, J=8 Hz, 1H), 8.16 (s, 1H), 8.02 (s, 1H), 7.90 (d, J=8 Hz, 1H), 7.58 (t, 1H), 7.51 (s, 1H), 7.26 (m, 1H), 6.67 (s, 1 h), 4.32-4.28 (m, ... Yields the product ClC=1C(=NC(=NC1)NC1=CC2=C(CCN(CC2)CCOC([C@H](C(C)C)N)=O)C=C1OC)NC1=C(C=CC=C1)S(N(C)C)(=O)=O ((S)-2-Amino-3-methyl-butyric acid 2-{7-[5-chloro-4-(2-dimethylsulfamoyl-phenylamino)-pyrimidin-2-ylamino]-8-methoxy-1,2,4,5-tetrahydro-3-benzazepin-3-yl}-ethyl ester). The reactants are ClC=1C(=NC(=NC1)NC1=CC2=C(CCN(CC2)CCO)C=C1OC)NC1=C(C=CC=C1)S(=O)(=O)N(C)C (2-{5-Chloro-2-[3-(2-hydroxy-ethyl)-8-methoxy-2,3,4,5-tetrahydro-1H-3-benzazepin-7-ylamino]-pyrimidin-4-ylamino}-N,N-dimethyl-benzenesulfonamide), C(C)(C)(C)OC(=O)N[C@@H](C(C)C)C(=O)O (N-(tert-Butoxycarbonyl)-L-valine). Isolated yield 45.0%.